This data is from the Open Reaction Database (ORD), a public repository of structured organic reaction records. The task is: describe an organic reaction: reactants, conditions, products, and yield The reactants are COS(=O)(=O)OC, [Na+], [OH-], O, Cc1c(O)ccc2c1OC(C)(C)CC2=O. Yields the product COc1ccc2c(c1C)OC(C)(C)CC2=O. As a reaction SMILES: [CH3:3][O:4][S:5]([O:6][CH3:7])(=[O:8])=[O:9].[Na+:2].[OH-:1].[OH2:25].[OH:10][c:11]1[cH:12][cH:13][c:14]2[c:19]([c:20]1[CH3:21])[O:18][C:17]([CH3:22])([CH3:23])[CH2:16][C:15]2=[O:24]>>[CH3:3][O:10][c:11]1[cH:12][cH:13][c:14]2[c:19]([c:20]1[CH3:21])[O:18][C:17]([CH3:22])([CH3:23])[CH2:16][C:15]2=[O:24]. Reactants: CO (MeOH), C(\C=C\C(=O)O)(=O)O (fumaric acid), BrC=1C=NC(=NC1)OC1CN2CCC1CC2 (3-[(5-bromopyrimidin-2-yl)oxy]quinuclidine), C1(=CC=CC=C1)O (phenol). The solvent is C(C)(=O)OCC (ethyl acetate). The product is C(\C=C\C(=O)O)(=O)O.O(C1=CC=CC=C1)C=1C=NC(=NC1)OC1CN2CCC1CC2 (3-[(5-phenoxypyrimidin-2-yl)oxy]quinuclidine fumarate). Yield: 93.3%. Reaction SMILES: Br[C:2]1[CH:3]=[N:4][C:5]([O:8][CH:9]2[CH:14]3[CH2:15][CH2:16][N:11]([CH2:12][CH2:13]3)[CH2:10]2)=[N:6][CH:7]=1.[C:17]1([OH:23])[CH:22]=[CH:21][CH:20]=[CH:19][CH:18]=1.CO.[C:26]([OH:33])(=[O:32])/[CH:27]=[CH:28]/[C:29]([OH:31])=[O:30]>C(OCC)(=O)C>[C:26]([OH:33])(=[O:32])/[CH:27]=[CH:28]/[C:29]([OH:31])=[O:30].[O:23]([C:2]1[CH:3]=[N:4][C:5]([O:8][CH:9]2[CH:14]3[CH2:15][CH2:16][N:11]([CH2:12][CH2:13]3)[CH2:10]2)=[N:6][CH:7]=1)[C:17]1[CH:22]=[CH:21][CH:20]=[CH:19][CH:18]=1 |f:5.6|. Procedure: The product of Example 29A (284 mg, 1.0 mmol) was treated with phenol (Aldrich, 188 mg, 2 mmol) according to the procedure of Example 14C. The free base of the title compound was purified by chromatography (SiO2, CH2Cl2:MeOH:NH3H2O, 90:10:2, Rf. 0.15) as an oil (42 mg, yield, 14%). The free base of the title compound (42 mg, 0.14 mmol) in ethyl acetate:MeOH (3 mL, 10:1) was treated with fumaric acid (18 mg, 0.15 mmol) at room temperature for 10 hours. The title compound was obtained as a solid (...